Dataset: the Open Reaction Database (ORD), a public repository of structured organic reaction records. Task: describe an organic reaction: reactants, conditions, products, and yield The reactants are c1(cccnc1)C(C)O, c1(ccccc1)[Si], c1(c(cccc1)F)[N+](=O)[O-]. The reagents and catalysts are c1ccc(cc1)-c2c3ccccc3cc4ccccc24 (9-Phenylanthracene), CC(C)(C)N=P(N=P(N(C)C)(N(C)C)N(C)C)(N=P(N(C)C)(N(C)C)N(C)C)N=P(N(C)C)(N(C)C)N(C)C (P4-t-Bu). Solvent: CS(=O)C (DMSO). Run at temperature 20 celsius, time 18 hour. Yields the product CC(Oc1ccccc1[N+](=O)[O-])c2cccnc2. As a reaction SMILES: [O-:1][N+:2]([c:4]1[c:9](F)[cH:8][cH:7][cH:6][cH:5]1)=[O:3].[CH3:10][CH:11]([c:13]1[cH:18][n:17][cH:16][cH:15][cH:14]1)[OH:12].[SiH3]c1ccccc1>>[CH3:10][CH:11]([c:13]1[cH:18][n:17][cH:16][cH:15][cH:14]1)[O:12][c:9]2[c:4]([N+:2]([O-:1])=[O:3])[cH:5][cH:6][cH:7][cH:8]2. Reactants: CC(C)(C)OC(=O)NC(CC(=O)O)C(=O)OCc1ccccc1, NCCC(=O)OCc1ccccc1. Product: CC(C)(C)OC(=O)NC(CC(=O)NCCC(=O)OCc1ccccc1)C(=O)OCc1ccccc1. Reaction SMILES: [CH2:1]([c:2]1[cH:3][cH:4][cH:5][cH:6][cH:7]1)[O:8][C:9]([CH:10]([NH:11][C:12](=[O:13])[O:14][C:15]([CH3:16])([CH3:17])[CH3:18])[CH2:19][C:20](=[O:21])[OH:22])=[O:23].[CH2:24]([c:25]1[cH:26][cH:27][cH:28][cH:29][cH:30]1)[O:31][C:32]([CH2:33][CH2:34][NH2:35])=[O:36]>>[CH2:1]([c:2]1[cH:3][cH:4][cH:5][cH:6][cH:7]1)[O:8][C:9]([CH:10]([NH:11][C:12](=[O:13])[O:14][C:15]([CH3:16])([CH3:17])[CH3:18])[CH2:19][C:20](=[O:22])[NH:35][CH2:34][CH2:33][C:32]([O:31][CH2:24][c:25]1[cH:26][cH:27][cH:28][cH:29][cH:30]1)=[O:36])=[O:23]. The reactants are O1CCCC=C1 (dihydropyran), C(=O)(O)[O-].[Na+] (NaHCO3), BrCCCCCCCCCCCO (11-bromo-1-undecanol), C1(=CC=C(C=C1)S(=O)(=O)O)C (p-toluenesulphonic acid). Solvent: ClCCl (dichloromethane), C(C)(=O)OCC (ethyl acetate). Reaction conditions: temperature 0 celsius, time 15 minute. Product: BrCCCCCCCCCCCOC1OCCCC1 (11-Bromo-1-tetrahydropyranyloxyundecane). Reaction SMILES: [Br:1][CH2:2][CH2:3][CH2:4][CH2:5][CH2:6][CH2:7][CH2:8][CH2:9][CH2:10][CH2:11][CH2:12][OH:13].[O:14]1[CH:19]=[CH:18][CH2:17][CH2:16][CH2:15]1.C1(C)C=CC(S(O)(=O)=O)=CC=1.C([O-])(O)=O.[Na+]>ClCCl.C(OCC)(=O)C>[Br:1][CH2:2][CH2:3][CH2:4][CH2:5][CH2:6][CH2:7][CH2:8][CH2:9][CH2:10][CH2:11][CH2:12][O:13][CH:15]1[CH2:16][CH2:17][CH2:18][CH2:19][O:14]1 |f:3.4|. Procedure: 50 g (0.199 mol) of 11-bromo-1-undecanol (Aldrich) was dissolved in 500 ml of dichloromethane, and the mixture was cooled to 0° C. 22.15 ml (0.242 mol) of dihydropyran were added dropwise over a period of two hours; the reaction was started by addition of a few crystals of p-toluenesulphonic acid at the beginning of the addition. After the addition was complete, the reaction mixture was stirred for 15 min and stopped by addition of 0.5 g of NaHCO3. After evaporation of the dichloromethane, the p...